From a dataset of the Open Reaction Database (ORD), a public repository of structured organic reaction records. describe an organic reaction: reactants, conditions, products, and yield Reactants: NC1=NC=C(C(=C1C#N)C)Br (2-amino-5-bromo-3-cyano-4-methylpyridine), FC(C=1C=C(C=C(C1)C(F)(F)F)B(O)O)(F)F (3,5-di(trifluoromethyl)phenylboronic acid), C([O-])([O-])=O.[K+].[K+] (potassium carbonate), O (water). The reagents and catalysts are C=1C=CC(=CC1)[P](C=2C=CC=CC2)(C=3C=CC=CC3)[Pd]([P](C=4C=CC=CC4)(C=5C=CC=CC5)C=6C=CC=CC6)([P](C=7C=CC=CC7)(C=8C=CC=CC8)C=9C=CC=CC9)[P](C=1C=CC=CC1)(C=1C=CC=CC1)C=1C=CC=CC1 (tetrakis(triphenylphosphine)palladium(0)). The solvent is C1(=CC=CC=C1)C (toluene). The product is NC1=NC=C(C(=C1C#N)C)C1=CC(=CC(=C1)C(F)(F)F)C(F)(F)F (2-amino3-cyano-4-methyl-5-[3,5-di(trifluoromethyl)phenyl]pyridine). As a reaction SMILES: [NH2:1][C:2]1[C:7]([C:8]#[N:9])=[C:6]([CH3:10])[C:5](Br)=[CH:4][N:3]=1.[F:12][C:13]([F:28])([F:27])[C:14]1[CH:15]=[C:16](B(O)O)[CH:17]=[C:18]([C:20]([F:23])([F:22])[F:21])[CH:19]=1.C(=O)([O-])[O-].[K+].[K+].O>C1(C)C=CC=CC=1.C1C=CC([P]([Pd]([P](C2C=CC=CC=2)(C2C=CC=CC=2)C2C=CC=CC=2)([P](C2C=CC=CC=2)(C2C=CC=CC=2)C2C=CC=CC=2)[P](C2C=CC=CC=2)(C2C=CC=CC=2)C2C=CC=CC=2)(C2C=CC=CC=2)C2C=CC=CC=2)=CC=1>[NH2:1][C:2]1[C:7]([C:8]#[N:9])=[C:6]([CH3:10])[C:5]([C:16]2[CH:17]=[C:18]([C:20]([F:23])([F:21])[F:22])[CH:19]=[C:14]([C:13]([F:12])([F:28])[F:27])[CH:15]=2)=[CH:4][N:3]=1 |f:2.3.4,^1:46,48,67,86|. Procedure details: A stirred solution of 1.7 grams (0.008 mole) of 2-amino-5-bromo-3-cyano-4-methylpyridine, 3.2 grams (0.012 mole) of 3,5-di(trifluoromethyl)phenylboronic acid (commercially available), 4.3 grams (0.031 mole) of potassium carbonate and 0.3 gram of tetrakis(triphenylphosphine)palladium(0) in 150 mL of toluene is heated at 90° C. for about 20 hours. After this time, the reaction mixture is stirred with 100 mL of water, and the organic layer is separated. The organic layer is concentrated under reduc...